The task is: describe an organic reaction: reactants, conditions, products, and yield. This data is from the Open Reaction Database (ORD), a public repository of structured organic reaction records. Reactants: ClC1=CC=C(C=C1)S(=O)(=O)NCCC1=CC=C(C=C1)CC#N (4-[2-(4-chlorobenzenesulphonamido)-ethyl]-phenylacetonitrile), [Cl-].C(C)[NH+](CC)CC (triethylammonium chloride), [N-]=[N+]=[N-].[Na+] (sodium azide). Solvent: CN1C(CCC1)=O (1-methylpyrrolidone). The product is ClC1=CC=C(C=C1)S(=O)(=O)NCCC1=CC=C(C=C1)CC1=NN=NN1 (5-{4-[2-(4-Chlorobenzenesulphonamido)-ethyl]-phenylmethyl}-1H-tetrazole). Reaction SMILES: [Cl:1][C:2]1[CH:7]=[CH:6][C:5]([S:8]([NH:11][CH2:12][CH2:13][C:14]2[CH:19]=[CH:18][C:17]([CH2:20][C:21]#[N:22])=[CH:16][CH:15]=2)(=[O:10])=[O:9])=[CH:4][CH:3]=1.[Cl-].C([NH+](CC)CC)C.[N-:31]=[N+:32]=[N-:33].[Na+]>CN1CCCC1=O>[Cl:1][C:2]1[CH:7]=[CH:6][C:5]([S:8]([NH:11][CH2:12][CH2:13][C:14]2[CH:15]=[CH:16][C:17]([CH2:20][C:21]3[NH:33][N:32]=[N:31][N:22]=3)=[CH:18][CH:19]=2)(=[O:9])=[O:10])=[CH:4][CH:3]=1 |f:1.2,3.4|. Procedure: 4.62 g. (13.8 mMol) 4-[2-(4-chlorobenzenesulphonamido)-ethyl]-phenylacetonitrile, 2.94 g. (21.3 mMol) triethylammonium chloride and 2.77 g. (42.6 mMol) sodium azide in 150 ml. 1-methylpyrrolidone are heated to 150° C. for 6 hours. The 1-methylpyrrolidone is subsequently distilled off in a high vacuum at 80° to 90° C., the residue is dissolved in dilute aqueous sodium hydroxide solution and extracted three times with ethyl acetate. The aqueous phase is acidified with hydrochloric acid, also extra... The reactants are O=[N+]([O-])c1cc(Cl)c(SC(F)(F)C(F)(F)Br)c(Cl)c1, CS(C)=O, Cl. Product: O=[N+]([O-])c1cc(Cl)c2c(c1)C(F)(F)C(F)(F)S2. Reaction SMILES: [Br:1][C:2]([C:3]([F:4])([F:5])[S:6][c:7]1[c:8]([Cl:17])[cH:9][c:10]([N+:14](=[O:15])[O-:16])[cH:11][c:12]1[Cl:13])([F:18])[F:19].[CH3:21][S:22](=[O:23])[CH3:24].[ClH:20]>>[C:2]1([F:18])([F:19])[C:3]([F:4])([F:5])[S:6][c:7]2[c:8]1[cH:9][c:10]([N+:14](=[O:15])[O-:16])[cH:11][c:12]2[Cl:13].